From a dataset of the Open Reaction Database (ORD), a public repository of structured organic reaction records. describe an organic reaction: reactants, conditions, products, and yield Reactants: O=C1N(Cc2ccccc2)c2ccccc2C12CC2c1ccc2cnn(Cc3ccccc3)c2c1, CS(=O)(=O)OCC(OS(C)(=O)=O)c1ccc2cnn(Cc3ccccc3)c2c1, CN1C(=O)Cc2ccccc21. Product: CN1C(=O)C2(CC2c2ccc3cnn(Cc4ccccc4)c3c2)c2ccccc21. Reaction SMILES: [CH2:1]([c:2]1[cH:3][cH:4][cH:5][cH:6][cH:7]1)[N:8]1[C:9](=[O:35])[C:10]2([CH:11]([c:13]3[cH:14][cH:15][c:16]4[cH:17][n:18][n:19]([CH2:22][c:23]5[cH:24][cH:25][cH:26][cH:27][cH:28]5)[c:20]4[cH:21]3)[CH2:12]2)[c:29]2[cH:30][cH:31][cH:32][cH:33][c:34]21.[CH3:36][S:37]([O:38][CH:39]([c:40]1[cH:41][c:42]2[c:43]([cH:44][n:45][n:46]2[CH2:47][c:48]2[cH:49][cH:50][cH:51][cH:52][cH:53]2)[cH:54][cH:55]1)[CH2:56][O:57][S:58]([CH3:59])(=[O:60])=[O:61])(=[O:62])=[O:63].[CH3:64][N:65]1[c:66]2[c:67]([cH:68][cH:69][cH:70][cH:71]2)[CH2:72][C:73]1=[O:74]>>[CH3:1][N:8]1[C:9](=[O:35])[C:10]2([CH:11]([c:13]3[cH:14][cH:15][c:16]4[cH:17][n:18][n:19]([CH2:22][c:23]5[cH:24][cH:25][cH:26][cH:27][cH:28]5)[c:20]4[cH:21]3)[CH2:12]2)[c:29]2[cH:30][cH:31][cH:32][cH:33][c:34]21. Yields the product CCCCOC(=O)N1CCC(CCCc2ccccc2)C(OC(=O)CCl)C1. Reaction SMILES: [CH2:1]([CH2:2][CH2:3][CH3:4])[O:5][C:6](=[O:7])[N:8]1[CH2:9][CH:10]([OH:23])[CH:11]([CH2:14][CH2:15][CH2:16][c:17]2[cH:18][cH:19][cH:20][cH:21][cH:22]2)[CH2:12][CH2:13]1.[CH2:60]1[O:61][CH2:62][CH2:63][CH2:64]1.[O:48]=[C:49]([O:50][CH2:51][CH3:52])[N:53]=[N:54][C:55]([O:56][CH2:57][CH3:58])=[O:59].[OH:24][C:25](=[O:26])[CH2:27][Cl:28].[c:29]1([P:30]([c:31]2[cH:32][cH:33][cH:34][cH:35][cH:36]2)[c:37]2[cH:38][cH:39][cH:40][cH:41][cH:42]2)[cH:43][cH:44][cH:45][cH:46][cH:47]1>>[CH2:1]([CH2:2][CH2:3][CH3:4])[O:5][C:6](=[O:7])[N:8]1[CH2:9][CH:10]([O:23][C:25](=[O:24])[CH2:27][Cl:28])[CH:11]([CH2:14][CH2:15][CH2:16][c:17]2[cH:18][cH:19][cH:20][cH:21][cH:22]2)[CH2:12][CH2:13]1. Starting materials: CCCCOC(=O)N1CCC(CCCc2ccccc2)C(O)C1, C1CCOC1, CCOC(=O)N=NC(=O)OCC, O=C(O)CCl, c1ccc(P(c2ccccc2)c2ccccc2)cc1. Starting materials: O1C=NC2=C1C=C(C=C2)C(=O)O (1,3-benzoxazol-6-carboxylic acid), N1CCC=CC1 (1,2,3,6-tetrahydropyridine), Compound V, C(=O)(C=1NC=CN1)C=1NC=CN1 (carbonyl diimidazole), C(C(=O)Cl)(=O)Cl (oxalyl chloride), Compound V. Product: O1C=NC2=C1C=C(C=C2)C(=O)N2CCC=CC2 (1-(1,3-benzoxazol-6-ylcarbonyl)-1,2,3,6-tetrahydopyridine). RXN SMILES: [O:1]1[C:5]2[CH:6]=[C:7]([C:10]([OH:12])=O)[CH:8]=[CH:9][C:4]=2[N:3]=[CH:2]1.[NH:13]1[CH2:18][CH:17]=[CH:16][CH2:15][CH2:14]1.C(C1NC=CN=1)(C1NC=CN=1)=O.C(Cl)(=O)C(Cl)=O>>[O:1]1[C:5]2[CH:6]=[C:7]([C:10]([N:13]3[CH2:14][CH:15]=[CH:16][CH2:17][CH2:18]3)=[O:12])[CH:8]=[CH:9][C:4]=2[N:3]=[CH:2]1. Reported procedure: Coupling of 1,3-benzoxazol-6-carboxylic acid with 1,2,3,6-tetrahydropyridine is performed in the same manner as described for the preparation of Invention Compound V through activation with carbonyl diimidazole or by activation with other suitable reagents such as oxalyl chloride. The product can be isolated by the same methods as described for the isolation of Invention Compound V and purified by chromatography on silica gel. EIMS m/z=228 (parent), 146 (base), and 118. 1H NMR δ 2.2 (br, 2), 3.4... Reactants: FC1=C(C(OCC)=N)C(=CC=C1)F (ethyl 2,6-difluorobenzimidate), ClC=1C(=NC=C(C1)C(F)(F)F)OC1=CC=C(C=C1)N=C=O (3-chloro-5-trifluoromethyl-2-(4-isocyanatophenoxy)pyridine). Run in C(C)OCC (diethyl ether). Reaction conditions: temperature 20 celsius, time 18 hour. The product is ClC=1C(=NC=C(C1)C(F)(F)F)OC1=CC=C(C=C1)NC(=O)N=C(C1=C(C=CC=C1F)F)OCC (ethyl N-[4-(3-chloro-5-trifluoromethylpyrid-2-yloxy)phenylcarbamoyl]-2,6-difluorobenzimidate). The yield is 76.7%. As a reaction SMILES: [F:1][C:2]1[CH:12]=[CH:11][CH:10]=[C:9]([F:13])[C:3]=1[C:4](=[NH:8])[O:5][CH2:6][CH3:7].[Cl:14][C:15]1[C:16]([O:25][C:26]2[CH:31]=[CH:30][C:29]([N:32]=[C:33]=[O:34])=[CH:28][CH:27]=2)=[N:17][CH:18]=[C:19]([C:21]([F:24])([F:23])[F:22])[CH:20]=1>C(OCC)C>[Cl:14][C:15]1[C:16]([O:25][C:26]2[CH:31]=[CH:30][C:29]([NH:32][C:33]([N:8]=[C:4]([O:5][CH2:6][CH3:7])[C:3]3[C:2]([F:1])=[CH:12][CH:11]=[CH:10][C:9]=3[F:13])=[O:34])=[CH:28][CH:27]=2)=[N:17][CH:18]=[C:19]([C:21]([F:24])([F:22])[F:23])[CH:20]=1. Reported procedure: A mixture of ethyl 2,6-difluorobenzimidate (0.14 g), 3-chloro-5-trifluoromethyl-2-(4-isocyanatophenoxy)pyridine (0.24 g), and diethyl ether (10 ml) was stirred at 20° C. for 18 hours, after which the solvent was removed by evaporation and the residual solid recrystallised from petroleum ether (boiling range 60°-80° C.) to yield ethyl N-[4-(3-chloro-5-trifluoromethylpyrid-2-yloxy)phenylcarbamoyl]-2,6-difluorobenzimidate as a white solid (0.29 g), m.p. 127°-130° C.